The task is: describe an organic reaction: reactants, conditions, products, and yield. This data is from the Open Reaction Database (ORD), a public repository of structured organic reaction records. The reactants are hydroxyethyl methacrylate(HEMA), C(C(=C)C)(=O)OCCOC(C(=C)C)=O (ethylene glycol dimethacrylate), S(=O)(=O)(OCCCCCCCCCCCC)[O-].[Na+] (sodium dodecyl sulfate). Run in O (H2O). Reaction conditions: time 12 hour. Yields the product CC(=C)C(=O)OCCO (HEMA). As a reaction SMILES: [C:1]([O:6][CH2:7][CH2:8][O:9]C(=O)C(C)=C)(=[O:5])[C:2]([CH3:4])=[CH2:3].S([O-])(OCCCCCCCCCCCC)(=O)=O.[Na+]>O>[CH3:4][C:2]([C:1]([O:6][CH2:7][CH2:8][OH:9])=[O:5])=[CH2:3] |f:1.2|. Procedure: A 500 mL media bottle equipped with a stir bar was charged with 4.52 g (34.8 mmol) hydroxyethyl methacrylate(HEMA) monomer, 77.74 mg (0.428 mmol) ethylene glycol dimethacrylate (EGDM), 0.2123 g (0.634 mmol) sodium dodecyl sulfate (SDS) and 240 mL milli-Q H2O. The bottle was closed with a sparging cap and purged with N2 for 1 hr at room temperature while stirring. Then, 0.166 g potassium persulfate (K2S2O8) was dissolved into 21 mL of milli-Q H2O and added to the media bottle while stirring. The ... Starting materials: OC(C#CC(=O)OC)C1=CC=C(C=C1)C (methyl 4-hydroxy-4-(4-methylphenyl)-2-butynoate). The reagents and catalysts are [O-2].[O-2].[Mn+4] (manganese dioxide). Run in C(Cl)Cl (methylene chloride), C(Cl)Cl (methylene chloride). Reaction conditions: time 30 minute. Product: CC1=CC=C(C(=O)C#CC(=O)OC)C=C1 (methyl 3-(4-methylbenzoyl)propiolate). Reaction SMILES: [OH:1][CH:2]([C:9]1[CH:14]=[CH:13][C:12]([CH3:15])=[CH:11][CH:10]=1)[C:3]#[C:4][C:5]([O:7][CH3:8])=[O:6]>C(Cl)Cl.[O-2].[O-2].[Mn+4]>[CH3:15][C:12]1[CH:11]=[CH:10][C:9]([C:2]([C:3]#[C:4][C:5]([O:7][CH3:8])=[O:6])=[O:1])=[CH:14][CH:13]=1 |f:2.3.4|. Procedure: A solution of 8.1 g (39.7 mmol) of methyl 4-hydroxy-4-(4-methylphenyl)-2-butynoate in 100 ml of methylene chloride was added dropwise at 0° to a suspension of 97 g (1.1 mol) of manganese dioxide in 200 ml of methylene chloride. The reaction mixture was stirred at 0° for 30 minutes, filtered over magnesium sulphate and concentrated. Crystallization of the residue from ether/hexane yielded methyl 3-(4-methylbenzoyl)propiolate of melting point 55°-56°.